Dataset: the Open Reaction Database (ORD), a public repository of structured organic reaction records. Task: describe an organic reaction: reactants, conditions, products, and yield Reactants: FC(C=1C=C(CNC(=O)C2=CC(=NC=C2)C2=C(C=CC(=C2)N2CCCCC2)NC(=O)C=2C=C(C(=O)O)C=CC2)C=CC1)(F)F (3-((2-(4-((3-(trifluoromethyl)benzyl)carbamoyl)pyridin-2-yl)-4-(piperidin-1-yl)phenyl)carbamoyl)-benzoic acid), amine, CN(C(C1=CC(C(=O)NC2=C(C=C(C=C2)N2CCCCC2)C2=NC=CC(=C2)C(NCC2=CC(=CC=C2)C(F)(F)F)=O)=CC=C1)=O)CCN1CCOCC1 (N1-methyl-N1-(2-morpholinoethyl)-N3-(4-(piperidin-1-yl)-2-(4-((3-(trifluoromethyl)benzyl)carbamoyl)pyridin-2-yl)phenyl)isophthalamide), Cl.O1CCN(CC1)CCNC1CC1 (N-(2-morpholinoethyl)cyclopropanamine hydrochloride). The product is C1(CC1)N(C(C1=CC(C(=O)NC2=C(C=C(C=C2)N2CCCCC2)C2=NC=CC(=C2)C(NCC2=CC(=CC=C2)C(F)(F)F)=O)=CC=C1)=O)CCN1CCOCC1 (N1-cyclopropyl-N1-(2-morpholinoethyl)-N3-(4-(piperidin-1-yl)-2-(4-((3-(trifluoromethyl)benzyl)carbamoyl)pyridin-2-yl)phenyl)isophthalamide). Reaction SMILES: [F:1][C:2]([F:44])([F:43])[C:3]1[CH:4]=[C:5]([CH:40]=[CH:41][CH:42]=1)[CH2:6][NH:7][C:8]([C:10]1[CH:15]=[CH:14][N:13]=[C:12]([C:16]2[CH:21]=[C:20]([N:22]3[CH2:27][CH2:26][CH2:25][CH2:24][CH2:23]3)[CH:19]=[CH:18][C:17]=2[NH:28][C:29]([C:31]2[CH:32]=[C:33]([CH:37]=[CH:38][CH:39]=2)[C:34](O)=[O:35])=[O:30])[CH:11]=1)=[O:9].C[N:46]([CH2:90][CH2:91][N:92]1[CH2:97][CH2:96][O:95][CH2:94][CH2:93]1)[C:47](=O)[C:48]1[CH:88]=CC=C(C(NC2C=CC(N3CCCCC3)=CC=2C2C=C(C(=O)NCC3C=CC=C(C(F)(F)F)C=3)C=CN=2)=O)C=1.Cl.O1CCN(CCNC2CC2)CC1>>[CH:47]1([N:46]([CH2:90][CH2:91][N:92]2[CH2:93][CH2:94][O:95][CH2:96][CH2:97]2)[C:34](=[O:35])[C:33]2[CH:37]=[CH:38][CH:39]=[C:31]([C:29]([NH:28][C:17]3[CH:18]=[CH:19][C:20]([N:22]4[CH2:27][CH2:26][CH2:25][CH2:24][CH2:23]4)=[CH:21][C:16]=3[C:12]3[CH:11]=[C:10]([C:8](=[O:9])[NH:7][CH2:6][C:5]4[CH:40]=[CH:41][CH:42]=[C:3]([C:2]([F:43])([F:44])[F:1])[CH:4]=4)[CH:15]=[CH:14][N:13]=3)=[O:30])[CH:32]=2)[CH2:48][CH2:88]1 |f:2.3|. Procedure details: This compound was prepared from 3-((2-(4-((3-(trifluoromethyl)benzyl)carbamoyl)pyridin-2-yl)-4-(piperidin-1-yl)phenyl)carbamoyl)benzoic acid 4.1e using the procedure described for the preparation of N1-methyl-N1-(2-morpholinoethyl)-N3-(4-(piperidin-1-yl)-2-(4-((3-(trifluoromethyl)benzyl)carbamoyl)pyridin-2-yl)phenyl)isophthalamide 4.8. N-(2-morpholinoethyl)cyclopropanamine hydrochloride was used as the amine component in this coupling. MS (ES, m/z): 755 [M+H]+ The reactants are [OH-].[Na+] (sodium hydroxide), Ag2O, C(C)(C)N(C(C(C1=CC=C(C=C1)C1=CC=C(C=C1)C=O)C)=O)C(C)C (N,N-bis-(isopropyl)-4'-formyl-α-methyl-(1,1'-biphenyl)-4-acetamide). Solvent: O1CCCC1 (tetrahydrofuran). Reaction conditions: time 24 hour. Yields the product C(C)(C)N(C(C(C)C1=CC=C(C=C1)C1=CC=C(C=C1)C(=O)O)=O)C(C)C (4'-[2-[bis-[isopropyl)-amino]-1-methyl-2-oxoethyl]-(1,1'-biphenyl)-4-carboxylic acid). Reaction SMILES: [OH-:1].[Na+].[CH:3]([N:6]([CH:25]([CH3:27])[CH3:26])[C:7](=[O:24])[CH:8]([CH3:23])[C:9]1[CH:14]=[CH:13][C:12]([C:15]2[CH:20]=[CH:19][C:18]([CH:21]=[O:22])=[CH:17][CH:16]=2)=[CH:11][CH:10]=1)([CH3:5])[CH3:4]>O1CCCC1>[CH:25]([N:6]([CH:3]([CH3:4])[CH3:5])[C:7](=[O:24])[CH:8]([C:9]1[CH:14]=[CH:13][C:12]([C:15]2[CH:16]=[CH:17][C:18]([C:21]([OH:1])=[O:22])=[CH:19][CH:20]=2)=[CH:11][CH:10]=1)[CH3:23])([CH3:27])[CH3:26] |f:0.1|. Reported procedure: 18.04 ml of 1N sodium hydroxide and 3.14 g of Ag2O were added to a solution of 380 mg of the product of Stage A in 8 ml of tetrahydrofuran and the mixture was stirred for 24 hours at ambient temperature. After adding 6N hydrochloric acid, extraction was carried out with ethyl acetate to obtain 380 mg of the expected product which is recrystallized from isopropanol to obtain a Rf=0.11 (ethyl acetate/cyclohexane 1/1). Reactants: O=C([O-])O, CCOC(=O)Cl, Cl, [Na+], O=C(O)C(S)CCc1ccc(-c2ccccc2Cl)cc1, c1ccncc1. Yields the product CCOC(=O)SC(CCc1ccc(-c2ccccc2Cl)cc1)C(=O)O. RXN SMILES: [C:27](=[O:28])([OH:29])[O-:30].[Cl:21][C:22](=[O:23])[O:24][CH2:25][CH3:26].[ClH:32].[Na+:31].[SH:1][CH:2]([C:3](=[O:4])[OH:5])[CH2:6][CH2:7][c:8]1[cH:9][cH:10][c:11](-[c:14]2[c:15]([Cl:20])[cH:16][cH:17][cH:18][cH:19]2)[cH:12][cH:13]1.[cH:33]1[cH:34][cH:35][n:36][cH:37][cH:38]1>>[S:1]([CH:2]([C:3](=[O:4])[OH:5])[CH2:6][CH2:7][c:8]1[cH:9][cH:10][c:11](-[c:14]2[c:15]([Cl:20])[cH:16][cH:17][cH:18][cH:19]2)[cH:12][cH:13]1)[C:22](=[O:23])[O:24][CH2:25][CH3:26]. Reactants: OCC1=CC=C(C=C1)C1=CC=C(C=C1)CCCCC (4-(hydroxymethyl)-4'-pentylbiphenyl), C(O)([O-])=O.[Na+] (sodium hydrogen carbonate), Br (hydrogen bromide). Run in C(Cl)Cl (methylene chloride). Reaction conditions: time 15 hour. Yields the product residue, BrCC1=CC=C(C=C1)C1=CC=C(C=C1)CCCCC (4-(bromomethyl)-4'-pentylbiphenyl). Yield: 64.0%. Reaction SMILES: O[CH2:2][C:3]1[CH:8]=[CH:7][C:6]([C:9]2[CH:14]=[CH:13][C:12]([CH2:15][CH2:16][CH2:17][CH2:18][CH3:19])=[CH:11][CH:10]=2)=[CH:5][CH:4]=1.[BrH:20].C(=O)([O-])O.[Na+]>C(Cl)Cl>[Br:20][CH2:2][C:3]1[CH:8]=[CH:7][C:6]([C:9]2[CH:14]=[CH:13][C:12]([CH2:15][CH2:16][CH2:17][CH2:18][CH3:19])=[CH:11][CH:10]=2)=[CH:5][CH:4]=1 |f:2.3|. Reported procedure: A solution of 9.4 g of 4-(hydroxymethyl)-4'-pentylbiphenyl in 150 ml of methylene chloride was placed at 0° C. in a sulphonation flask under argon gasification and treated within 5 minutes with 3.4 ml of a 62% aqueous hydrogen bromide solution. The mixture was subsequently stirred at room temperature for a further 15 hours, then poured into 50 ml of 5% sodium hydrogen carbonate solution and extracted three times with 100 ml of methylene chloride each time. The organic phases were washed twice wi... The reactants are FC1=CC=C(C(=O)NC2(CCCCC2)C(=O)NC2C(CN(CC2)C2=C(C=C(C=C2)F)N)O)C=C1 (4-[N-[1-[N-(4-fluorobenzoyl)amino]cyclohexanecarbonyl]amino]-1-(4-fluoro-2-aminophenyl)piperidin-3-ol), C1(CC1)C(=O)Cl (cyclopropylcarbonyl chloride). Product: FC1=CC=C(C(=O)NC2(CCCCC2)C(=O)NC2C(CN(CC2)C2=C(C=CC=C2)NC2CC2)=O)C=C1 (4-[N-[1-[N-(4-fluorobenzoyl)amino]cyclohexanecarbonyl]amino]-1-[2-(cyclopropylamino)phenyl]piperidin-3-one). Reaction SMILES: [F:1][C:2]1[CH:34]=[CH:33][C:5]([C:6]([NH:8][C:9]2([C:15]([NH:17][CH:18]3[CH2:23][CH2:22][N:21]([C:24]4[CH:29]=[CH:28][C:27](F)=[CH:26][C:25]=4[NH2:31])[CH2:20][CH:19]3[OH:32])=[O:16])[CH2:14][CH2:13][CH2:12][CH2:11][CH2:10]2)=[O:7])=[CH:4][CH:3]=1.[CH:35]1(C(Cl)=O)[CH2:37][CH2:36]1>>[F:1][C:2]1[CH:3]=[CH:4][C:5]([C:6]([NH:8][C:9]2([C:15]([NH:17][CH:18]3[CH2:23][CH2:22][N:21]([C:24]4[CH:29]=[CH:28][CH:27]=[CH:26][C:25]=4[NH:31][CH:35]4[CH2:37][CH2:36]4)[CH2:20][C:19]3=[O:32])=[O:16])[CH2:10][CH2:11][CH2:12][CH2:13][CH2:14]2)=[O:7])=[CH:33][CH:34]=1. Reported procedure: In accordance with the same procedure as in Example 87, except that 4-[N-[1-[N-(4-fluorobenzoyl)amino]cyclohexanecarbonyl]amino]-1-(4-fluoro-2-aminophenyl)piperidin-3-ol was used instead of 4-[N-[1-[N-(furan-2-ylcarbonyl)amino]cyclohexanecarbonyl]amino]-1-(4-fluoro-2-aminophenyl)piperidin-3-ol and cyclopropylcarbonyl chloride was used instead of methoxyacetyl chloride in Step 3 thereof, 1.5 g of the titled compound was prepared. The reactants are OC1=C(C#N)C=CC(=C1)[N+](=O)[O-] (2-hydroxy-4-nitro-benzonitrile), C(=O)([O-])[O-].[K+].[K+] (K2CO3), BrCCBr (1,2-dibromoethane). The solvent is CC#N (MeCN). Reaction conditions: time 18 hour. The product is BrCCOC1=C(C#N)C=CC(=C1)[N+](=O)[O-] (2-(2-bromoethoxy)-4-nitrobenzonitrile). The yield is 48.4%. Reaction SMILES: [OH:1][C:2]1[CH:9]=[C:8]([N+:10]([O-:12])=[O:11])[CH:7]=[CH:6][C:3]=1[C:4]#[N:5].C([O-])([O-])=O.[K+].[K+].[Br:19][CH2:20][CH2:21]Br>CC#N>[Br:19][CH2:20][CH2:21][O:1][C:2]1[CH:9]=[C:8]([N+:10]([O-:12])=[O:11])[CH:7]=[CH:6][C:3]=1[C:4]#[N:5] |f:1.2.3|. Procedure details: To a mixture of 2-hydroxy-4-nitro-benzonitrile (2 g, 12.19 mmol) and K2CO3 (3.36 g, 24.39 mmol) in MeCN (20 mL) was added 1,2-dibromoethane (3.4 g, 18.29 mmol) at room temperature. The reaction mixture was stirred at room temperature for 18 h while monitoring by TLC. The solvent was removed under reduced pressure and the residue was taken up in ethyl acetate (100 mL) and washed with brine (2×25 mL). The organic layer was dried over anhydrous sodium sulphate and concentrated to give 2-(2-bromoeth... Reactants: CN(C1CCOCC1)CC1=CC=C(N)C=C1 (4-[[N-methyl-N-(tetrahydropyran-4-yl)amino]methyl]aniline), CN(C)C=O (DMF), C(CCC)OCCOC1=CC=C(C=C1)C=1C=CC2=C(C=C(CCN2CC=2C=NN(C2)CC)C(=O)O)C1 (7-(4-butoxyethoxyphenyl)-1-[(1-ethylpyrazol-4-yl)methyl]-2,3-dihydro-1-benzazepine-4-carboxylic acid), S(=O)(Cl)Cl (thionyl chloride). Run in ClCCl (dichloromethane), C(C)N(CC)CC (triethylamine), O (water), ClCCl (dichloromethane). Conditions: time 1 hour. Yields the product C(CCC)OCCOC1=CC=C(C=C1)C=1C=CC2=C(C=C(CCN2CC=2C=NN(C2)CC)C(=O)NC2=CC=C(C=C2)CN(C2CCCOC2)C)C1 (7-(4-butoxyethoxyphenyl)-1-[(1-ethylpyrazol-4-yl)methyl]-N-[4-[[N-methyl-N-(tetrahydropyran-5-yl)amino]methyl]phenyl]-2,3-dihydro-1-benzazepine-4-carboxamide). RXN SMILES: CN([CH:4]=[O:5])C.[CH2:6]([O:10][CH2:11][CH2:12][O:13][C:14]1[CH:19]=[CH:18][C:17]([C:20]2[CH:21]=[CH:22][C:23]3[N:29]([CH2:30][C:31]4[CH:32]=[N:33][N:34]([CH2:36][CH3:37])[CH:35]=4)[CH2:28][CH2:27][C:26]([C:38]([OH:40])=O)=[CH:25][C:24]=3[CH:41]=2)=[CH:16][CH:15]=1)[CH2:7][CH2:8][CH3:9].S(Cl)(Cl)=O.[CH3:46][N:47]([CH2:54][C:55]1[CH:61]=[CH:60][C:58]([NH2:59])=[CH:57][CH:56]=1)[CH:48]1[CH2:53][CH2:52]OC[CH2:49]1>ClCCl.O.C(N(CC)CC)C>[CH2:6]([O:10][CH2:11][CH2:12][O:13][C:14]1[CH:15]=[CH:16][C:17]([C:20]2[CH:21]=[CH:22][C:23]3[N:29]([CH2:30][C:31]4[CH:32]=[N:33][N:34]([CH2:36][CH3:37])[CH:35]=4)[CH2:28][CH2:27][C:26]([C:38]([NH:59][C:58]4[CH:57]=[CH:56][C:55]([CH2:54][N:47]([CH3:46])[CH:48]5[CH2:49][O:5][CH2:4][CH2:52][CH2:53]5)=[CH:61][CH:60]=4)=[O:40])=[CH:25][C:24]=3[CH:41]=2)=[CH:18][CH:19]=1)[CH2:7][CH2:8][CH3:9]. Procedure details: One droplet of DMF was added to a solution of 7-(4-butoxyethoxyphenyl)-1-[(1-ethylpyrazol-4-yl)methyl]-2,3-dihydro-1-benzazepine-4-carboxylic acid (150 mg) in dichloromethane (10 ml). Then, thionyl chloride (47 mg) was added at 0° C., the temperature was returned to room temperature, and the mixture was stirred under nitrogen atmosphere for 1 hour. Then, this solution was added to a solution of 4-[[N-methyl-N-(tetrahydropyran-4-yl)amino]methyl]aniline (88 mg) and triethylamine (805 mg) in dichlo...